Dataset: the Open Reaction Database (ORD), a public repository of structured organic reaction records. Task: describe an organic reaction: reactants, conditions, products, and yield Reactants: [BH4-], Cc1sc(C=O)c(C)c1Br, CCO, [Na+], O. The product is Cc1sc(CO)c(C)c1Br. Reaction SMILES: [BH4-:14].[Br:1][c:2]1[c:3]([CH3:10])[c:4]([CH:8]=[O:9])[s:5][c:6]1[CH3:7].[CH3:11][CH2:12][OH:13].[Na+:15].[OH2:16]>>[Br:1][c:2]1[c:3]([CH3:10])[c:4]([CH2:8][OH:9])[s:5][c:6]1[CH3:7]. The reactants are N(=[N+]=[N-])C1=C(C=C(C=C1)N1C(O[C@H](C1)CNC(C)=O)=O)F ((S)-N-[[3-[4-Azido-3-fluorophenyl]-2-oxo-5-oxazolidinyl]methyl]acetamide), [BH4-].[Na+] (sodium borohydride), C1CCOC1.CO (THF methanol). Reaction conditions: time 18 hour. Product: FC=1C=C(C=CC1N1N=NC(=C1)C(C)O)N1C(O[C@H](C1)CNC(C)=O)=O ((S)-N-[[3-[3-Fluoro-4-(4-(1-hydroxyethyl)-1H-1,2,3-triazol-1-yl)phenyl]-2-oxo-5-oxazolidinyl]methyl]acetamide). Isolated yield 80.0%. Reaction SMILES: [N:1]([C:4]1[CH:9]=[CH:8][C:7]([N:10]2[CH2:14][C@H:13]([CH2:15][NH:16][C:17](=[O:19])[CH3:18])[O:12][C:11]2=[O:20])=[CH:6][C:5]=1[F:21])=[N+:2]=[N-:3].[BH4-].[Na+].[CH2:24]1[CH2:28]O[CH2:26][CH2:25]1.C[OH:30]>>[F:21][C:5]1[CH:6]=[C:7]([N:10]2[CH2:14][C@H:13]([CH2:15][NH:16][C:17](=[O:19])[CH3:18])[O:12][C:11]2=[O:20])[CH:8]=[CH:9][C:4]=1[N:1]1[CH:26]=[C:25]([CH:24]([OH:30])[CH3:28])[N:3]=[N:2]1 |f:1.2,3.4|. Reported procedure: A solution of 150 mg (0.40 mmol) of the compound of Example 17 in 10 mL 1:1 THF-methanol was treated with 15 mg (0.4 mmol) of sodium borohydride followed by stirring at ambient temperature for 18 h. The mixture was concentrated in vacuo, dissolved in 1:1 methanol-dichloromethane and filtered. The filtrate was concentrated in vacuo and the residue was subjected to radial chromatography on a 2 mm chromatotron plate. These procedures afforded 120 mg (80%) of the title compound as a white solid. Mas... Starting materials: FC1=C(C=CC(=C1F)OCCCCCCCC)C1=NC=C(C=N1)Br (2-(2',3'-Difluoro-4'-octyloxyphenyl)-5-bromopyrimidine), C(C)(C)NC(C)C (diisopropylamine), -Non-1-yne. Reagents/catalysts: C=1C=CC(=CC1)[P](C=2C=CC=CC2)(C=3C=CC=CC3)[Pd]([P](C=4C=CC=CC4)(C=5C=CC=CC5)C=6C=CC=CC6)([P](C=7C=CC=CC7)(C=8C=CC=CC8)C=9C=CC=CC9)[P](C=1C=CC=CC1)(C=1C=CC=CC1)C=1C=CC=CC1 (tetrakis(triphenylphosphine)palladium), [Cu]I (copper(I) iodide). The product is FC1=C(C=CC(=C1F)OCCCCCCCC)C1=NC=C(C=N1)C#CCCCCCCC (2-(2',3'-Difluoro-4'-octyloxyphenyl)-5-non-1-ynylpyrimidine). Yield: 92.0%. RXN SMILES: [F:1][C:2]1[C:7]([F:8])=[C:6]([O:9][CH2:10][CH2:11][CH2:12][CH2:13][CH2:14][CH2:15][CH2:16][CH3:17])[CH:5]=[CH:4][C:3]=1[C:18]1[N:23]=[CH:22][C:21](Br)=[CH:20][N:19]=1.C(N[CH:29]([CH3:31])[CH3:30])(C)C>C1C=CC([P]([Pd]([P](C2C=CC=CC=2)(C2C=CC=CC=2)C2C=CC=CC=2)([P](C2C=CC=CC=2)(C2C=CC=CC=2)C2C=CC=CC=2)[P](C2C=CC=CC=2)(C2C=CC=CC=2)C2C=CC=CC=2)(C2C=CC=CC=2)C2C=CC=CC=2)=CC=1.[Cu]I>[F:1][C:2]1[C:7]([F:8])=[C:6]([O:9][CH2:10][CH2:11][CH2:12][CH2:13][CH2:14][CH2:15][CH2:16][CH3:17])[CH:5]=[CH:4][C:3]=1[C:18]1[N:23]=[CH:22][C:21]([C:7]#[C:2][CH2:3][CH2:4][CH2:5][CH2:6][CH2:31][CH2:29][CH3:30])=[CH:20][N:19]=1 |^1:35,37,56,75|. Reported procedure: -Non-1-yne (1.0 ml, 6.4 mmol) was added via syringe to degassed mixture of 2-(2',3'-difluoro-4'-octyloxyphenyl)-5-bromopyrimidine 4 (1.27 g, 3.18 mmol), tetrakis(triphenylphosphine)palladium (173 mg, 0.15 mmol) and copper(I) iodide (29 mg, 0.15 mmol) in diisopropylamine (60 ml) under nitrogen. The mixture was heated under gentle reflux for 4 h. The solvent was removed in vacuo and the residue was purified by flash chromatography (5% ethyl acetate-light petroleum, the sample was preloaded onto si... Yields the product COC1=C(C(=C(C(=C1C)C)OC)C)C/C=C(/CCCCO)\C ((E)-7-(2,5-dimethoxy-3,4,6-trimethylphenyl)-5-methylhept-5-en-1-ol). Reported procedure: Crude (E)-7-(2,5-dimethoxy-3,4,6-trimethylphenyl)-5-methylhept-5-enenitrile in MeOH (3 mL) was cooled to 0° C. and treated with NaBH4 (64.3 mg, 1.74 mmol), which gave immediate effervescence. After 12 h, H2O (10 mL) was added (caution: copious gas evolution), MTBE (10 mL) was added, separated and the aqueous phase extracted with MTBE (3×10 mL). The combined organics were washed with H2O (10 mL), brine (10 mL), dried over Na2SO4 and concentrated to give (E)-7-(2,5-dimethoxy-3,4,6-trimethylphenyl)... Starting materials: COC1=C(C(=C(C(=C1C)C)OC)C)C/C=C(/CCCC#N)\C ((E)-7-(2,5-dimethoxy-3,4,6-trimethylphenyl)-5-methylhept-5-enenitrile), O (H2O), CC(C)(C)OC (MTBE), [BH4-].[Na+] (NaBH4). The solvent is CO (MeOH). RXN SMILES: [CH3:1][O:2][C:3]1[C:8]([CH3:9])=[C:7]([CH3:10])[C:6]([O:11][CH3:12])=[C:5]([CH3:13])[C:4]=1[CH2:14]/[CH:15]=[C:16](\[CH3:22])/[CH2:17][CH2:18][CH2:19][C:20]#N.[BH4-].[Na+].O.CC([O:30]C)(C)C>CO>[CH3:1][O:2][C:3]1[C:8]([CH3:9])=[C:7]([CH3:10])[C:6]([O:11][CH3:12])=[C:5]([CH3:13])[C:4]=1[CH2:14]/[CH:15]=[C:16](\[CH3:22])/[CH2:17][CH2:18][CH2:19][CH2:20][OH:30] |f:1.2|. Conditions: time 12 hour.